Dataset: the Open Reaction Database (ORD), a public repository of structured organic reaction records. Task: describe an organic reaction: reactants, conditions, products, and yield The reactants are CN(C)c1ccncc1, OCCCN1CCCCC1, Cc1ccc(S(=O)(=O)Cl)cc1, c1ccncc1. The product is Cc1ccc(S(=O)(=O)OCCCN2CCCCC2)cc1. RXN SMILES: [CH3:22][N:23]([CH3:24])[c:25]1[cH:26][cH:27][n:28][cH:29][cH:30]1.[N:1]1([CH2:7][CH2:8][CH2:9][OH:10])[CH2:2][CH2:3][CH2:4][CH2:5][CH2:6]1.[c:11]1([CH3:21])[cH:12][cH:13][c:14]([S:17](=[O:18])(=[O:19])[Cl:20])[cH:15][cH:16]1.[cH:31]1[cH:32][cH:33][n:34][cH:35][cH:36]1>>[N:1]1([CH2:7][CH2:8][CH2:9][O:10][S:17]([c:14]2[cH:13][cH:12][c:11]([CH3:21])[cH:16][cH:15]2)(=[O:18])=[O:19])[CH2:2][CH2:3][CH2:4][CH2:5][CH2:6]1. Reactants: O=C([O-])[O-], CS(=O)(=O)Cl, ClCCl, Clc1ccc(CCNCc2ccncc2)cc1, [K+], [K+], O. Product: CS(=O)(=O)N(CCc1ccc(Cl)cc1)Cc1ccncc1. RXN SMILES: [C:21](=[O:22])([O-:23])[O-:24].[CH3:27][S:28]([Cl:29])(=[O:30])=[O:31].[Cl:18][CH2:19][Cl:20].[Cl:1][c:2]1[cH:3][cH:4][c:5]([CH2:8][CH2:9][NH:10][CH2:11][c:12]2[cH:13][cH:14][n:15][cH:16][cH:17]2)[cH:6][cH:7]1.[K+:25].[K+:26].[OH2:32]>>[Cl:1][c:2]1[cH:3][cH:4][c:5]([CH2:8][CH2:9][N:10]([CH2:11][c:12]2[cH:13][cH:14][n:15][cH:16][cH:17]2)[S:28]([CH3:27])(=[O:30])=[O:31])[cH:6][cH:7]1. The reactants are CCO, CCOC(=O)C(=NOC1CCCCC1)c1csc(N)n1, [Na+], [OH-], O. Yields the product Nc1nc(C(=NOC2CCCCC2)C(=O)O)cs1. Reaction SMILES: [CH3:24][CH2:25][OH:26].[NH2:1][c:2]1[s:3][cH:4][c:5]([C:7]([C:8](=[O:9])[O:10][CH2:11][CH3:12])=[N:13][O:14][CH:15]2[CH2:16][CH2:17][CH2:18][CH2:19][CH2:20]2)[n:6]1.[Na+:23].[OH-:22].[OH2:21]>>[NH2:1][c:2]1[s:3][cH:4][c:5]([C:7]([C:8](=[O:9])[OH:10])=[N:13][O:14][CH:15]2[CH2:16][CH2:17][CH2:18][CH2:19][CH2:20]2)[n:6]1. The reactants are N1=C2C3=C(C=NC2=CC=C1)N=C1N3N=CC=C1 (pyridazino[1′,6′:1,2]imidazo[4,5-c][1,5]naphthyridine), ( 7 ), C1=C2C3=C(C=NC2=CC=C1)N=C1N3N=CC=C1 (pyridazino[1′,6′:1,2]imidazo[4,5-c]quinoline). The product is C1=C2C3=C(C(=NC2=CC=C1)N)N=C1N3N=CC=C1 (pyridazino[1′,6′:1,2]imidazo[4,5-c]quinolin-6-amine), N1=C2C3=C(C(=NC2=CC=C1)N)N=C1N3N=CC=C1 (pyridazino[1′,6′:1,2]imidazo[4,5-c][1,5]naphthyridin-6-amine). As a reaction SMILES: [CH:1]1[CH:10]=[CH:9][CH:8]=[C:7]2[C:2]=1[C:3]1[N:13]3[N:14]=[CH:15][CH:16]=[CH:17][C:12]3=[N:11][C:4]=1[CH:5]=[N:6]2.[N:18]1[CH:27]=[CH:26][CH:25]=[C:24]2[C:19]=1[C:20]1[N:30]3[N:31]=[CH:32][CH:33]=[CH:34][C:29]3=[N:28][C:21]=1[CH:22]=[N:23]2>>[CH:1]1[CH:10]=[CH:9][CH:8]=[C:7]2[C:2]=1[C:3]1[N:13]3[N:14]=[CH:15][CH:16]=[CH:17][C:12]3=[N:11][C:4]=1[C:5]([NH2:18])=[N:6]2.[N:18]1[CH:27]=[CH:26][CH:25]=[C:24]2[C:19]=1[C:20]1[N:30]3[N:31]=[CH:32][CH:33]=[CH:34][C:29]3=[N:28][C:21]=1[C:22]([NH2:6])=[N:23]2. Procedure details: In steps (6) and (7) of Reaction Scheme III, a pyridazino[1′,6′:1,2]imidazo[4,5-c]quinoline or pyridazino[1′,6′:1,2]imidazo[4,5-c][1,5]naphthyridine of Formula XLIV is oxidized and then aminated to provide a pyridazino[1′,6′:1,2]imidazo[4,5-c]quinolin-6-amine or pyridazino[1′,6′:1,2]imidazo[4,5-c][1,5]naphthyridin-6-amine of Formula XLV, a subgenus of Formula I. The steps can be carried out using the methods described in steps (5) and (6) of Reaction Scheme I.